Task: describe an organic reaction: reactants, conditions, products, and yield. Dataset: the Open Reaction Database (ORD), a public repository of structured organic reaction records Starting materials: COC(=O)C=1C=C(C=C2CC(C(NC12)C1=CC(=CC=C1)Br)(C)C)Cl (2-(3-bromo-phenyl)-6-chloro-3,3-dimethyl-1,2,3,4-tetrahydro-quinoline-8-carboxylic acid methyl ester), C([O-])([O-])=O.[Cs+].[Cs+] (cesium carbonate), C(C)(=O)N1CCNCC1 (N-acetylpiperazine). The reagents and catalysts are C(C)(=O)[O-].[Pd+2].C(C)(=O)[O-] (palladium acetate), CC1(C2=C(C(=CC=C2)P(C3=CC=CC=C3)C4=CC=CC=C4)OC5=C(C=CC=C51)P(C6=CC=CC=C6)C7=CC=CC=C7)C (xantphos). Solvent: C1(=CC=CC=C1)C (toluene). Conditions: temperature 120 celsius, time 12 hour. The product is COC(=O)C=1C=C(C=C2CC(C(NC12)C1=CC(=CC=C1)N1CCN(CC1)C(C)=O)(C)C)Cl (2-[3-(4-acetyl-piperazin-1-yl)-phenyl]-6-chloro-3,3-dimethyl-1,2,3,4-tetrahydro-quinoline-8-carboxylic acid methyl ester). Isolated yield 54.8%. Reaction SMILES: [CH3:1][O:2][C:3]([C:5]1[CH:6]=[C:7]([Cl:24])[CH:8]=[C:9]2[C:14]=1[NH:13][CH:12]([C:15]1[CH:20]=[CH:19][CH:18]=[C:17](Br)[CH:16]=1)[C:11]([CH3:23])([CH3:22])[CH2:10]2)=[O:4].C(=O)([O-])[O-].[Cs+].[Cs+].[C:31]([N:34]1[CH2:39][CH2:38][NH:37][CH2:36][CH2:35]1)(=[O:33])[CH3:32]>C1(C)C=CC=CC=1.C([O-])(=O)C.[Pd+2].C([O-])(=O)C.CC1(C)C2C(=C(P(C3C=CC=CC=3)C3C=CC=CC=3)C=CC=2)OC2C(P(C3C=CC=CC=3)C3C=CC=CC=3)=CC=CC1=2>[CH3:1][O:2][C:3]([C:5]1[CH:6]=[C:7]([Cl:24])[CH:8]=[C:9]2[C:14]=1[NH:13][CH:12]([C:15]1[CH:20]=[CH:19][CH:18]=[C:17]([N:37]3[CH2:38][CH2:39][N:34]([C:31](=[O:33])[CH3:32])[CH2:35][CH2:36]3)[CH:16]=1)[C:11]([CH3:23])([CH3:22])[CH2:10]2)=[O:4] |f:1.2.3,6.7.8|. Procedure: To a mixture of 2-(3-bromo-phenyl)-6-chloro-3,3-dimethyl-1,2,3,4-tetrahydro-quinoline-8-carboxylic acid methyl ester (410 mg, 1 mmol), palladium acetate (6.73 mg, 0.03 mmol), cesium carbonate (0.65 g, 2 mmol), xantphos (23 mg, 0.04 mmol) and N-acetylpiperazine (192 mg, 1.5 mmol) in toluene (10 mL) was stirred at 120° C. for 12 hours. Then the reaction mixture was concentrated in vacuo and the residue was extracted with ethyl acetate (2×100 mL), washed with saturated aqueous sodium chloride (2×50... Reactants: S(O)(O)(=O)=O (sulphuric acid), C(C)O (ethanol), NC1=NC(=C(C(=N1)N)C1=C(C=C(C=C1)Cl)Cl)C(=O)O (2.4-Diamino-5-(2,4-dichlorophenyl)pyrimidine-6-carboxylic Acid). The product is C(C)OC(=O)C1=C(C(=NC(=N1)N)N)C1=C(C=C(C=C1)Cl)Cl (Ethyl-2,4-diamino-5-(2,4-dichlorophenyl)pyrimidine-6-carboxylate). RXN SMILES: [NH2:1][C:2]1[N:7]=[C:6]([NH2:8])[C:5]([C:9]2[CH:14]=[CH:13][C:12]([Cl:15])=[CH:11][C:10]=2[Cl:16])=[C:4]([C:17]([OH:19])=[O:18])[N:3]=1.S(=O)(=O)(O)O.[CH2:25](O)[CH3:26]>>[CH2:25]([O:18][C:17]([C:4]1[N:3]=[C:2]([NH2:1])[N:7]=[C:6]([NH2:8])[C:5]=1[C:9]1[CH:14]=[CH:13][C:12]([Cl:15])=[CH:11][C:10]=1[Cl:16])=[O:19])[CH3:26]. Procedure: This compound was prepared from the compound of Example 73 by refluxing in ethanol in the presence of concentrated sulphuric acid, mp. 177.5° C.